describe an organic reaction: reactants, conditions, products, and yield From a dataset of the Open Reaction Database (ORD), a public repository of structured organic reaction records. Product: C(C)NC(=O)CCC\C=C/C[C@@H]1[C@H]([C@@H](C[C@@H]1O)O)COC(NCC1=CC(=CC=C1)Cl)=S ((3-Chlorobenzyl)thiocarbamic acid O-[(1S,2R,3S,5R)-2-((Z)6-ethylcarbamoylhex-2-enyl)-3,5-dihydroxycyclopentylmethyl] ester). Reaction SMILES: [Cl:1][C:2]1[CH:3]=[C:4]([CH:39]=[CH:40][CH:41]=1)[CH2:5][NH:6][C:7]([O:9][CH2:10][C@@H:11]1[C@@H:15]([O:16]C2CCCCO2)[CH2:14][C@@H:13]([O:23]C2CCCCO2)[C@H:12]1[CH2:30]/[CH:31]=[CH:32]\[CH2:33][CH2:34][CH2:35][C:36]([OH:38])=O)=[S:8].[CH2:42]([NH2:44])[CH3:43]>>[CH2:42]([NH:44][C:36]([CH2:35][CH2:34][CH2:33]/[CH:32]=[CH:31]\[CH2:30][C@H:12]1[C@@H:13]([OH:23])[CH2:14][C@@H:15]([OH:16])[C@@H:11]1[CH2:10][O:9][C:7](=[S:8])[NH:6][CH2:5][C:4]1[CH:39]=[CH:40][CH:41]=[C:2]([Cl:1])[CH:3]=1)=[O:38])[CH3:43]. Procedure: According to the procedures described above in Examples 17 and 18 acid 7 was converted with use of ethylamine to 30 mg of the above titled compound. Starting materials: ClC=1C=C(CNC(=S)OC[C@H]2[C@@H]([C@@H](C[C@@H]2OC2OCCCC2)OC2OCCCC2)C\C=C/CCCC(=O)O)C=CC1 ((Z)-7-[(1S,2R,3S,5R)-2-(3-Chlorobenzylthiocarbamoyloxymethyl)-3,5-bis-(tetrahydropyran-2-yloxy)cyclopentyl]hept-5-enoic acid), C(C)N (ethylamine). Starting materials: Cc1cc2nc[nH]c2cc1C, CN(C)C=O, OCCCCCl, [H-], [Na+]. Yields the product Cc1cc2ncn(CCCCO)c2cc1C. RXN SMILES: [CH3:1][c:2]1[cH:3][c:4]2[n:5][cH:6][nH:7][c:8]2[cH:9][c:10]1[CH3:11].[CH3:20][N:21]([CH3:22])[CH:23]=[O:24].[Cl:14][CH2:15][CH2:16][CH2:17][CH2:18][OH:19].[H-:13].[Na+:12]>>[CH3:1][c:2]1[cH:3][c:4]2[n:5][cH:6][n:7]([CH2:15][CH2:16][CH2:17][CH2:18][OH:19])[c:8]2[cH:9][c:10]1[CH3:11]. Reactants: O (water), ClC1=CC(=C(C=C1)N1N=NNC1=O)F (1-(4-chloro-2-fluorophenyl)-1,4-dihydro-5H-tetrazol-5-one), FCCCBr (3-fluoropropyl bromide), C([O-])([O-])=O.[K+].[K+] (potassium carbonate). The solvent is CN(C=O)C (dimethylformamide). The product is ClC1=CC(=C(C=C1)N1N=NN(C1=O)CCCF)F (1-(4-chloro-2-fluorophenyl)-1,4-dihydro-4-(3-fluoropropyl)-5H-tetrazol-5-one). The yield is 57.9%. As a reaction SMILES: [Cl:1][C:2]1[CH:7]=[CH:6][C:5]([N:8]2[C:12](=[O:13])[NH:11][N:10]=[N:9]2)=[C:4]([F:14])[CH:3]=1.[F:15][CH2:16][CH2:17][CH2:18]Br.C(=O)([O-])[O-].[K+].[K+].O>CN(C)C=O>[Cl:1][C:2]1[CH:7]=[CH:6][C:5]([N:8]2[C:12](=[O:13])[N:11]([CH2:18][CH2:17][CH2:16][F:15])[N:10]=[N:9]2)=[C:4]([F:14])[CH:3]=1 |f:2.3.4|. Procedure details: A stirred solution of 4.7 g (0.022 mole) of 1-(4-chloro-2-fluorophenyl)-1,4-dihydro-5H-tetrazol-5-one, 4.0 g (0.028 mole) of 3-fluoropropyl bromide and 4.0 g (0.028 mole) of potassium carbonate in 60 ml of dimethylformamide was heated at 60° C. for 16 hours. The reaction mixture was poured into water and the mixture extracted with diethyl ether. The combined ether extract was dried with magnesium sulfate and filtered. The filtrate was concentrated under reduced pressure to a residue. The residue... Reactants: O.O.O.O.B([O-])([O-])O[O-].[Na+].[Na+].[Na+] (Sodium peroxyborate tetrahydrate), CC1(CCC(=C(C1)C(=O)OCC)S)C (ethyl 5,5-dimethyl-2-mercapto-1-cyclohexene-1-carboxylate). Run in C(C)(=O)O (acetic acid), C(C)(=O)O (acetic acid). Conditions: temperature 52.5 celsius, time 3 hour. Product: CC1(CCC(=C(C1)C(=O)OCC)S(=O)(=O)O)C (ethyl 5,5-dimethyl-2-sulfo-1-cyclohexene-1-carboxylate). The yield is 107.2%. RXN SMILES: [OH2:1].[OH2:2].[OH2:3].O.B(O[O-])([O-])[O-].[Na+].[Na+].[Na+].[CH3:13][C:14]1([CH3:26])[CH2:19][C:18]([C:20]([O:22][CH2:23][CH3:24])=[O:21])=[C:17]([SH:25])[CH2:16][CH2:15]1>C(O)(=O)C>[CH3:26][C:14]1([CH3:13])[CH2:19][C:18]([C:20]([O:22][CH2:23][CH3:24])=[O:21])=[C:17]([S:25]([OH:3])(=[O:2])=[O:1])[CH2:16][CH2:15]1 |f:0.1.2.3.4.5.6.7|. Reported procedure: Sodium peroxyborate tetrahydrate (46.3 g) was admixed with acetic acid (270 ml) and heated to 50 to 55° C. and then a solution of ethyl 5,5-dimethyl-2-mercapto-1-cyclohexene-1-carboxylate (20.2 g) synthesized in Reference Example 17 in acetic acid (30 ml) was, added dropwise over 2 hours. The mixture was stirred at 50 to 55° C. for 3 hours and then at 80 to 85° C. for 8 hours and concentrated under reduced pressure. The residue was combined with acetonitrile (450 ml) and stirred at room temperat...